This data is from the Open Reaction Database (ORD), a public repository of structured organic reaction records. The task is: describe an organic reaction: reactants, conditions, products, and yield Starting materials: C(#N)CC(=O)O (cyanoacetic acid), ClC=1C=C(N)C=CC1F (3-chloro-4-fluoroaniline), O (water), Cl.CN(CCCN=C=NCC)C (1-[3-(dimethylamino)propyl]-3-ethylcarbodiimide hydrochloride). Run in C1CCOC1 (THF), C1CCOC1 (THF). Reaction conditions: time 1.5 hour. Product: ClC=1C=C(C=CC1F)C(C(=O)N)C#N ((3-chloro-4-fluorophenyl)-2-cyanoacetamide). Isolated yield 94.0%. Reaction SMILES: Cl.C[N:3](C)[CH2:4][CH2:5][CH2:6][N:7]=C=NCC.C(CC(O)=[O:17])#N.[Cl:19][C:20]1[CH:21]=[C:22]([CH:24]=[CH:25][C:26]=1[F:27])N.O>C1COCC1>[Cl:19][C:20]1[CH:21]=[C:22]([CH:5]([C:4]#[N:3])[C:6]([NH2:7])=[O:17])[CH:24]=[CH:25][C:26]=1[F:27] |f:0.1|. Reported procedure: A 500-mL round bottomed flask under N2 equipped with overhead stirrer, a condenser, thermocouple and 100 mL dropping funnel was charged with 1-[3-(dimethylamino)propyl]-3-ethylcarbodiimide hydrochloride (21.17 g, 0.11 ml) and THF (140 mL). A solution of cyanoacetic acid (10.03 g, 0.118 mol) and 3-chloro-4-fluoroaniline (15.44 g, 0.106 mol) in THF (60 mL) was added to the dropping funnel and added to the reaction flask at 25-45° C. At the end of the addition the reaction became a clear solution. ... The reactants are N1=C(C=CC=C1)C1=NC=CC=C1 (2,2′-bipyridine), CSSC (dimethyl disulfide), C(C)(C)(C)C=1C=C(C(=O)OC)C=C(C1O)I (Methyl 3-t-butyl-4-hydroxy-5-iodobenzoate). The reagents and catalysts are [Zn] (zinc), [Ni](Br)Br (nickel bromide). The solvent is CN(C=O)C (N,N-dimethylformamide). Reaction conditions: temperature 130 celsius, time 1 hour. The product is C(C)(C)(C)C=1C=C(C(=O)OC)C=C(C1O)SC (methyl 3-t-butyl-4-hydroxy-5-methylsulfanylbenzoate). The yield is 99.6%. RXN SMILES: [C:1]([C:5]1[CH:6]=[C:7]([CH:12]=[C:13](I)[C:14]=1[OH:15])[C:8]([O:10][CH3:11])=[O:9])([CH3:4])([CH3:3])[CH3:2].N1C=CC=CC=1C1C=CC=CN=1.[CH3:29][S:30]SC>CN(C)C=O.[Zn].[Ni](Br)Br>[C:1]([C:5]1[CH:6]=[C:7]([CH:12]=[C:13]([S:30][CH3:29])[C:14]=1[OH:15])[C:8]([O:10][CH3:11])=[O:9])([CH3:4])([CH3:3])[CH3:2]. Procedure: Methyl 3-t-butyl-4-hydroxy-5-iodobenzoate (1.00 g) was dissolved in N,N-dimethylformamide (10 mL), and 2,2′-bipyridine (47 mg), zinc powder (391 mg), nickel bromide (66 mg) and dimethyl disulfide (142 mg) were added to the solution, and then the mixture was stirred at 130° C. for 1 hour. After the reaction solution was filtered, 1N hydrochloric acid was added and the reaction mixture was extracted with ethyl acetate. The organic layer was washed with saturated brine, and then dried over anhydrou... Starting materials: N1N=CC2=C(C=CC=C12)OC[C@H]1N(CCC1)C(=O)OC(C)(C)C (t-butyl (2S)-2-[(1H-indazol-4-yloxy)methyl]pyrrolidine-1-carboxylate), [H-].[Na+] (sodium hydride), FC(C(=O)O)(F)F (trifluoroacetic acid), C1(=CC=CC=C1)S(=O)(=O)Cl (benzenesulfonyl chloride). Solvent: CN(C=O)C (dimethylformamide). Reaction conditions: time 10 minute. The product is FC(C(=O)O)(F)F.C1(=CC=CC=C1)S(=O)(=O)N1N=CC2=C(C=CC=C12)OC[C@H]1NCCC1 (1-(Phenylsulfonyl)-4-[(2S)-pyrrolidin-2-ylmethoxy]-1H-indazole trifluoroacetic acid salt). Reaction SMILES: [NH:1]1[C:9]2[C:4](=[C:5]([O:10][CH2:11][C@@H:12]3[CH2:16][CH2:15][CH2:14][N:13]3C(OC(C)(C)C)=O)[CH:6]=[CH:7][CH:8]=2)[CH:3]=[N:2]1.[H-].[Na+].[C:26]1([S:32](Cl)(=[O:34])=[O:33])[CH:31]=[CH:30][CH:29]=[CH:28][CH:27]=1.[F:36][C:37]([F:42])([F:41])[C:38]([OH:40])=[O:39]>CN(C)C=O>[F:36][C:37]([F:42])([F:41])[C:38]([OH:40])=[O:39].[C:26]1([S:32]([N:1]2[C:9]3[C:4](=[C:5]([O:10][CH2:11][C@@H:12]4[CH2:16][CH2:15][CH2:14][NH:13]4)[CH:6]=[CH:7][CH:8]=3)[CH:3]=[N:2]2)(=[O:34])=[O:33])[CH:31]=[CH:30][CH:29]=[CH:28][CH:27]=1 |f:1.2,6.7|. Procedure details: A solution of t-butyl (2S)-2-[(1H-indazol-4-yloxy)methyl]pyrrolidine-1-carboxylate (0.317 g, 1.0 mmol) in dimethylformamide is treated with sodium hydride (0.08 g, 2.0 mmol, 60% in mineral oil) at room temperature, stirred for 10 min, treated with benzenesulfonyl chloride (0.264 g, 1.5 mmol), stirred for 18 h under nitrogen at room temperature, quenched with water and diluted with ether. The organic phase is separated, washed sequentially with water and brine, dried over MgSO4 and concentrated i... Starting materials: CON, CO, CC(=O)c1ccc2nnc(Cc3ccc4ncccc4c3)n2n1. Product: CON=C(C)c1ccc2nnc(Cc3ccc4ncccc4c3)n2n1. As a reaction SMILES: [CH3:24][O:25][NH2:26].[CH3:27][OH:28].[n:1]1[cH:2][cH:3][cH:4][c:5]2[cH:6][c:7]([CH2:11][c:12]3[n:13][n:14][c:15]4[n:16]3[n:17][c:18]([C:21]([CH3:22])=[O:23])[cH:19][cH:20]4)[cH:8][cH:9][c:10]12>>[n:1]1[cH:2][cH:3][cH:4][c:5]2[cH:6][c:7]([CH2:11][c:12]3[n:13][n:14][c:15]4[n:16]3[n:17][c:18]([C:21]([CH3:22])=[N:26][O:25][CH3:24])[cH:19][cH:20]4)[cH:8][cH:9][c:10]12. Starting materials: NC=1C=C(C(=O)N2CCC(CCC2)C2=CC=C(C#N)C=C2)C=CC1C (4-(1-(3-amino-4-methylbenzoyl)azepan-4-yl)benzonitrile), NC=1C=C(C(=O)N2CCC(CCC2)C2=CC=C(C#N)C=C2)C=CC1C (4-(1-(3-amino-4-methylbenzoyl)azepan-4-yl)benzonitrile), FC1=NC=C(C(=O)Cl)C=C1 (6-fluoronicotinoyl chloride), C(C)(C)N(C(C)C)CC (N,N-diisopropylethylamine). Run in ClCCl (dichloromethane), ClCCl (dichloromethane), ClCCl (dichloromethane). Conditions: time 19 hour. Product: C(#N)C1=CC=C(C=C1)C1CCN(CCC1)C(=O)C=1C=CC(=C(C1)NC(C1=CN=C(C=C1)F)=O)C (N-(5-(4-(4-Cyanophenyl)azepane-1-carbonyl)-2-methylphenyl)-6-fluoronicotinamide). Reaction SMILES: [NH2:1][C:2]1[CH:3]=[C:4]([CH:22]=[CH:23][C:24]=1[CH3:25])[C:5]([N:7]1[CH2:13][CH2:12][CH2:11][CH:10]([C:14]2[CH:21]=[CH:20][C:17]([C:18]#[N:19])=[CH:16][CH:15]=2)[CH2:9][CH2:8]1)=[O:6].C(N(CC)C(C)C)(C)C.[F:35][C:36]1[CH:44]=[CH:43][C:39]([C:40](Cl)=[O:41])=[CH:38][N:37]=1>ClCCl>[C:18]([C:17]1[CH:20]=[CH:21][C:14]([CH:10]2[CH2:11][CH2:12][CH2:13][N:7]([C:5]([C:4]3[CH:22]=[CH:23][C:24]([CH3:25])=[C:2]([NH:1][C:40](=[O:41])[C:39]4[CH:43]=[CH:44][C:36]([F:35])=[N:37][CH:38]=4)[CH:3]=3)=[O:6])[CH2:8][CH2:9]2)=[CH:15][CH:16]=1)#[N:19]. Procedure: To a 4-mL vial containing 4-(1-(3-amino-4-methylbenzoyl)azepan-4-yl)benzonitrile (compound 40.5, 44 mg, 0.13 mmol, 1.0 equiv) was added dichloromethane (1 mL) and N,N-diisopropylethylamine (35 μL, 0.20 mmol, 1.5 equiv). A solution of 6-fluoronicotinoyl chloride (22 mg, 0.14 mmol, 1.05 equiv) in dichloromethane (1 mL) was added dropwise over about 2 minutes. The resulting mixture was stirred at room temperature for 19 hours then diluted with dichloromethane (5 mL) and washed with 1 M NaH2PO4 (3 m...